Dataset: the Open Reaction Database (ORD), a public repository of structured organic reaction records. Task: describe an organic reaction: reactants, conditions, products, and yield Reactants: C(C)OC([C@@H](C)OC1=NC(=NC(=C1)Cl)SCC1=C(C(=CC=C1)F)F)=O (2-[[6-chloro-2-[[(2,3-difluorophenyl)methyl]thio]-4-pyrimidinyl]oxy]-(2R)-propanoic acid ethyl ester), C(C)OC([C@@H](C)OC1=NC(=NC(=C1)NS(=O)(=O)N1CCC1)SCC1=C(C(=CC=C1)F)F)=O (2-[[6-[(1-azetidinylsulfonyl)amino]-2-[[(2,3-difluorophenyl)methyl]thio]-4-pyrimidinyl]oxy]-(2R)-propanoic acid ethyl ester), CN (methylamine). Run in C(C)O (ethanol), C(C)O (ethanol). Conditions: time 166 hour. Product: N1(CCC1)S(=O)(=O)NC1=CC(=NC(=N1)SCC1=C(C(=CC=C1)F)F)O[C@@H](C(=O)NC)C (2-[[6-[(1-azetidinylsulfonyl)amino]-2-[[(2,3-difluorophenyl)methyl]thio]-4-pyrimidinyl]oxy]-N-methyl-(2R)-propanamide). As a reaction SMILES: C(OC(=O)[C@H](O[C:8]1C=C(Cl)N=C(SCC2C=CC=C(F)C=2F)[N:9]=1)C)C.C([O:28][C:29](=O)[C@H:30]([O:32][C:33]1[CH:38]=[C:37]([NH:39][S:40]([N:43]2[CH2:46][CH2:45][CH2:44]2)(=[O:42])=[O:41])[N:36]=[C:35]([S:47][CH2:48][C:49]2[CH:54]=[CH:53][CH:52]=[C:51]([F:55])[C:50]=2[F:56])[N:34]=1)[CH3:31])C.CN>C(O)C>[N:43]1([S:40]([NH:39][C:37]2[N:36]=[C:35]([S:47][CH2:48][C:49]3[CH:54]=[CH:53][CH:52]=[C:51]([F:55])[C:50]=3[F:56])[N:34]=[C:33]([O:32][C@H:30]([CH3:31])[C:29]([NH:9][CH3:8])=[O:28])[CH:38]=2)(=[O:41])=[O:42])[CH2:44][CH2:45][CH2:46]1. Reported procedure: To a solution of 2-[[6-chloro-2-[[(2,3-difluorophenyl)methyl]thio]-4-pyrimidinyl]oxy]-(2R)-propanoic acid ethyl ester (the product of example 23) (100 mg) in ethanol (1.5 mL) was added 8M methylamine in ethanol. The resulting mixture was stirred in a sealed tube at ambient temperature for 166 h. The solvent was evaporated under reduced pressure. Purification was by reverse phase HPLC (symmetry as the stationary phase and TFA/acetonitrile as the mobile phase) to give the title compound as a white... Starting materials: C(C1=CC=CC=C1)OC(=O)CCC[C@@H](C(=O)O[C@H](CC(=O)N)CCCCCCCCCCCCC)NC(=O)OC(C)(C)C ((3S)-3-[(2S)-5-benzyloxycarbonyl-2-(tertiarybutoxycarbonylamino)pentanoyl]oxyhexadecanamide), Cl (hydrogen chloride). Reported procedure: A solution of (3S)-3-[(2S)-5-benzyloxycarbonyl-2-(tertiarybutoxycarbonylamino)pentanoyl]oxyhexadecanamide (4.90 g) in 4N hydrogen chloride in ethyl acetate (10 ml) was stirred at room temperature for an hour, and then at 0° C. for an additional one hour. This solution was diluted with diethyl ether (25 ml). The resulting precipitate was collected by filtration, and washed with diethyl ether (30 ml). This crystalline solid was dried over potassium hydroxide under vacuum to yield (3S)-3-[(2S)-5-be... Reaction conditions: time 1 hour. Solvent: C(C)(=O)OCC (ethyl acetate), C(C)OCC (diethyl ether). Product: Cl.C(C1=CC=CC=C1)OC(=O)CCC[C@@H](C(=O)O[C@H](CC(=O)N)CCCCCCCCCCCCC)N ((3S)-3-[(2S)-5-benzyloxycarbonyl-2-aminopentanoyl)oxyhexadecanamide hydrochloride). As a reaction SMILES: [CH2:1]([O:8][C:9]([CH2:11][CH2:12][CH2:13][C@H:14]([NH:36]C(OC(C)(C)C)=O)[C:15]([O:17][C@@H:18]([CH2:23][CH2:24][CH2:25][CH2:26][CH2:27][CH2:28][CH2:29][CH2:30][CH2:31][CH2:32][CH2:33][CH2:34][CH3:35])[CH2:19][C:20]([NH2:22])=[O:21])=[O:16])=[O:10])[C:2]1[CH:7]=[CH:6][CH:5]=[CH:4][CH:3]=1.[ClH:44]>C(OCC)(=O)C.C(OCC)C>[ClH:44].[CH2:1]([O:8][C:9]([CH2:11][CH2:12][CH2:13][C@H:14]([NH2:36])[C:15]([O:17][C@@H:18]([CH2:23][CH2:24][CH2:25][CH2:26][CH2:27][CH2:28][CH2:29][CH2:30][CH2:31][CH2:32][CH2:33][CH2:34][CH3:35])[CH2:19][C:20]([NH2:22])=[O:21])=[O:16])=[O:10])[C:2]1[CH:3]=[CH:4][CH:5]=[CH:6][CH:7]=1 |f:4.5|. The reactants are CCO, Cl, COCc1cc(C#N)cc(CO)c1. The product is Cl, CCOC(=N)c1cc(CO)cc(COC)c1. RXN SMILES: [CH3:15][CH2:16][OH:17].[ClH:1].[OH:2][CH2:3][c:4]1[cH:5][c:6]([C:7]#[N:8])[cH:9][c:10]([CH2:12][O:13][CH3:14])[cH:11]1>>[ClH:1].[OH:2][CH2:3][c:4]1[cH:5][c:6]([C:7](=[NH:8])[O:17][CH2:16][CH3:15])[cH:9][c:10]([CH2:12][O:13][CH3:14])[cH:11]1. The reactants are COC(=O)N(Cc1ccc(-c2ccccc2-c2nnn[nH]2)cc1)C(C(=O)OCc1ccccc1)C(C)C, COC(=O)N(Cc1ccc(-c2ccccc2C#N)cc1)C(C(=O)OCc1ccccc1)C(C)C, CCCC[Sn](CCCC)(CCCC)N=[N+]=[N-]. Product: COC(=O)N(Cc1ccc(-c2ccccc2-c2nnn[nH]2)cc1)C(C(=O)O)C(C)C. As a reaction SMILES: [CH2:1]([c:2]1[cH:3][cH:4][cH:5][cH:6][cH:7]1)[O:8][C:9]([CH:10]([N:11]([CH2:12][c:13]1[cH:14][cH:15][c:16](-[c:19]2[c:20](-[c:25]3[n:26][n:27][n:28][nH:29]3)[cH:21][cH:22][cH:23][cH:24]2)[cH:17][cH:18]1)[C:30](=[O:31])[O:32][CH3:33])[CH:34]([CH3:35])[CH3:36])=[O:37].[CH2:38]([O:39][C:40](=[O:41])[CH:42]([CH:43]([CH3:44])[CH3:45])[N:46]([C:47]([O:48][CH3:49])=[O:50])[CH2:51][c:52]1[cH:53][cH:54][c:55](-[c:56]2[cH:57][cH:58][cH:59][cH:60][c:61]2[C:62]#[N:63])[cH:64][cH:65]1)[c:66]1[cH:67][cH:68][cH:69][cH:70][cH:71]1.[CH2:72]([Sn:73]([N:74]=[N+:75]=[N-:76])([CH2:77][CH2:78][CH2:79][CH3:80])[CH2:81][CH2:82][CH2:83][CH3:84])[CH2:85][CH2:86][CH3:87]>>[O:8]=[C:9]([CH:10]([N:11]([CH2:12][c:13]1[cH:14][cH:15][c:16](-[c:19]2[c:20](-[c:25]3[nH:26][n:27][n:28][n:29]3)[cH:21][cH:22][cH:23][cH:24]2)[cH:17][cH:18]1)[C:30](=[O:31])[O:32][CH3:33])[CH:34]([CH3:35])[CH3:36])[OH:37]. The reactants are O=C(CBr)c1ccccc1F, O=C([O-])[O-], CCOC(=O)CC#N, CC(C)=O, CCOC(C)=O, [K+], [K+], O. RXN SMILES: [Br:15][CH2:16][C:17](=[O:18])[c:19]1[c:20]([F:25])[cH:21][cH:22][cH:23][cH:24]1.[C:1](=[O:2])([O-:3])[O-:4].[C:7](#[N:8])[CH2:9][C:10](=[O:11])[O:12][CH2:13][CH3:14].[CH3:27][C:28](=[O:29])[CH3:30].[CH3:31][CH2:32][O:33][C:34](=[O:35])[CH3:36].[K+:5].[K+:6].[OH2:26]>>[C:7](#[N:8])[CH:9]([C:10](=[O:11])[O:12][CH2:13][CH3:14])[CH2:16][C:17](=[O:18])[c:19]1[c:20]([F:25])[cH:21][cH:22][cH:23][cH:24]1. Product: CCOC(=O)C(C#N)CC(=O)c1ccccc1F. Reactants: ClC1=CC=NC2=CC=NC=C12 (4-chloro-1,6-naphthyridine), N1CCCCC1 (piperidine), NN (hydrazine). The product is N1(CCCCC1)C1=CC=NC2=CC=NC=C12 (4-(1-piperidinyl)-1,6-naphthyridine), N(N)C1=CC=NC2=CC=NC=C12 (4-hydrazino-1,6-naphthyridine). Reaction SMILES: Cl[C:2]1[C:11]2[C:6](=[CH:7][CH:8]=[N:9][CH:10]=2)[N:5]=[CH:4][CH:3]=1.[NH:12]1[CH2:17][CH2:16][CH2:15][CH2:14][CH2:13]1.[NH2:18][NH2:19]>>[N:12]1([C:2]2[C:11]3[C:6](=[CH:7][CH:8]=[N:9][CH:10]=3)[N:5]=[CH:4][CH:3]=2)[CH2:17][CH2:16][CH2:15][CH2:14][CH2:13]1.[NH:18]([C:2]1[C:11]2[C:6](=[CH:7][CH:8]=[N:9][CH:10]=2)[N:5]=[CH:4][CH:3]=1)[NH2:19]. Procedure details: Paudler et al., J. Heterocyclic Chem. 2 (4), 393-8 (1965), show the synthesis and NMR spectra of various 4-substituted-1,6-naphthyridines, for example, the reaction of 4-hydroxy-1,6-naphthyridine with POBr3 or POCl3 to obtain 4-bromo-1,6-naphthyridine or 4-chloro-1,6-naphthyridine, respectively. Also shown is the reaction of 4-bromo-1,6-naphthyridine with dimethylamine to produce 4-dimethylamino-1,6-naphthyridine and the reaction 4-chloro-1,6-naphthyridine with piperidine or hydrazine to produce... Product: OCC(O)C(O)=Cc1ccccc1. The reactants are Cc1ccccc1, O=Cc1ccccc1, OCC(O)CO, Cc1ccc(S(=O)(=O)O)cc1. Reaction SMILES: [CH3:26][c:27]1[cH:28][cH:29][cH:30][cH:31][cH:32]1.[CH:7](=[O:8])[c:9]1[cH:10][cH:11][cH:12][cH:13][cH:14]1.[OH:1][CH2:2][CH:3]([OH:4])[CH2:5][OH:6].[c:15]1([CH3:16])[cH:17][cH:18][c:19]([S:20]([OH:21])(=[O:22])=[O:23])[cH:24][cH:25]1>>[OH:1][C:2]([CH:3]([OH:4])[CH2:5][OH:6])=[CH:7][c:9]1[cH:10][cH:11][cH:12][cH:13][cH:14]1. Product: Cc1cc(C)cc(C2=CCC(C)(C)c3ccc(C#Cc4ccc(C(=O)O)cc4)cc32)c1. As a reaction SMILES: [CH2:40]1[O:41][CH2:42][CH2:43][CH2:44]1.[CH3:1][C:2]1([CH3:33])[c:3]2[cH:4][cH:5][c:6]([C:20]#[C:21][c:22]3[cH:23][cH:24][c:25]([C:26](=[O:27])[O:28][CH2:29][CH3:30])[cH:31][cH:32]3)[cH:7][c:8]2[C:9]([c:12]2[cH:13][c:14]([CH3:19])[cH:15][c:16]([CH3:18])[cH:17]2)=[CH:10][CH2:11]1.[CH3:37][CH2:38][OH:39].[ClH:36].[Na+:35].[OH-:34]>>[CH3:1][C:2]1([CH3:33])[c:3]2[cH:4][cH:5][c:6]([C:20]#[C:21][c:22]3[cH:23][cH:24][c:25]([C:26](=[O:27])[OH:28])[cH:31][cH:32]3)[cH:7][c:8]2[C:9]([c:12]2[cH:13][c:14]([CH3:19])[cH:15][c:16]([CH3:18])[cH:17]2)=[CH:10][CH2:11]1. Starting materials: C1CCOC1, CCOC(=O)c1ccc(C#Cc2ccc3c(c2)C(c2cc(C)cc(C)c2)=CCC3(C)C)cc1, CCO, Cl, [Na+], [OH-]. Reactants: ClC1=C(C=C(C=2C(CC3(CCCCC3)OC21)=O)OC)OCC(=O)OCC (Ethyl 2-{(8-chloro-5-methoxy-3,4-dihydro-4-oxospiro[2H-1-benzopyran-2,1'-cyclohexan ]-7-yl)oxy}acetate), B(Cl)(Cl)Cl (boron trichloride). Run in ClCCl (dichloromethane), ClCCl (dichloromethane). Conditions: time 1.5 hour. Yields the product ClC1=C(C=C(C=2C(CC3(CCCCC3)OC21)=O)O)OCC(=O)OCC (Ethyl 2-{(8-chloro-5-hydroxy-3,4-dihydro-4-oxospiro[2H-1-benzopyran-2,1'-cyclohexan ]-7-yl)oxy}acetate). The yield is 77.4%. Reaction SMILES: [Cl:1][C:2]1[C:16]2[O:15][C:9]3([CH2:14][CH2:13][CH2:12][CH2:11][CH2:10]3)[CH2:8][C:7](=[O:17])[C:6]=2[C:5]([O:18]C)=[CH:4][C:3]=1[O:20][CH2:21][C:22]([O:24][CH2:25][CH3:26])=[O:23].B(Cl)(Cl)Cl>ClCCl>[Cl:1][C:2]1[C:16]2[O:15][C:9]3([CH2:10][CH2:11][CH2:12][CH2:13][CH2:14]3)[CH2:8][C:7](=[O:17])[C:6]=2[C:5]([OH:18])=[CH:4][C:3]=1[O:20][CH2:21][C:22]([O:24][CH2:25][CH3:26])=[O:23]. Procedure: Ethyl 2-{(8-chloro-5-methoxy-3,4-dihydro-4-oxospiro[2H-1-benzopyran-2,1'-cyclohexan ]-7-yl)oxy}acetate (65-3, prepared in Preparation 65) (0.575 g, 1.50 mmol) is dissolved in dry dichloromethane (3 ml). To the solution is added dropwise a 2M boron trichloride solution in dichloromethane (1.5 ml, 3.0 mmol) at -75° to -70° C. After stirring at -70° to -50° C. for 1.5 hours, ice-cold water is added thereto and the mixture is extracted with dichloromethane. Organic layer is separated, washed with aq... Starting materials: COCCC1CN(C2=Nc3ccccc3Nc3sc(C(F)(F)F)nc32)CCN1, CCN(C(C)C)C(C)C, ClCCl, O=C(Cl)CF. Yields the product COCCC1CN(C2=Nc3ccccc3Nc3sc(C(F)(F)F)nc32)CCN1C(=O)CF. As a reaction SMILES: [CH3:6][O:7][CH2:8][CH2:9][CH:10]1[CH2:11][N:12]([C:16]2=[N:17][c:18]3[c:19]([cH:30][cH:31][cH:32][cH:33]3)[NH:20][c:21]3[s:22][c:23]([C:26]([F:27])([F:28])[F:29])[n:24][c:25]32)[CH2:13][CH2:14][NH:15]1.[CH:34]([N:35]([CH:36]([CH3:37])[CH3:38])[CH2:39][CH3:40])([CH3:41])[CH3:42].[Cl:43][CH2:44][Cl:45].[F:1][CH2:2][C:3](=[O:4])[Cl:5]>>[F:1][CH2:2][C:3](=[O:4])[N:15]1[CH:10]([CH2:9][CH2:8][O:7][CH3:6])[CH2:11][N:12]([C:16]2=[N:17][c:18]3[c:19]([cH:30][cH:31][cH:32][cH:33]3)[NH:20][c:21]3[s:22][c:23]([C:26]([F:27])([F:28])[F:29])[n:24][c:25]32)[CH2:13][CH2:14]1.